From a dataset of the Open Reaction Database (ORD), a public repository of structured organic reaction records. describe an organic reaction: reactants, conditions, products, and yield Starting materials: FC1=CC=C(C=C1)[Mg]Br (p-fluorophenylmagnesium bromide), C(#N)C(C(=O)OC)=C1CCOCC1 (Methyl 2-cyano-2-(oxan-4-ylidene)acetate), ice. The reagents and catalysts are [Cu]I (CuI). Run in C(C)OCC (diethyl ether), C(C)OCC (diethyl ether). Conditions: time 3 hour. The product is C(#N)C(C(=O)OC)C1(CCOCC1)C1=CC=C(C=C1)F (methyl 2-cyano-2-[4-(4-fluorophenyl)oxan-4-yl]acetate). RXN SMILES: [F:1][C:2]1[CH:7]=[CH:6][C:5]([Mg]Br)=[CH:4][CH:3]=1.[C:10]([C:12](=[C:17]1[CH2:22][CH2:21][O:20][CH2:19][CH2:18]1)[C:13]([O:15][CH3:16])=[O:14])#[N:11]>C(OCC)C.[Cu]I>[C:10]([CH:12]([C:17]1([C:5]2[CH:6]=[CH:7][C:2]([F:1])=[CH:3][CH:4]=2)[CH2:22][CH2:21][O:20][CH2:19][CH2:18]1)[C:13]([O:15][CH3:16])=[O:14])#[N:11]. Procedure: A round bottom flask was equipped with a condenser, addition funnel and rubber septum with nitrogen inlet was charged with a solution of p-fluorophenylmagnesium bromide (2.0 M in diethyl ether, 1.99 ml, 3.97 mmol) and CuI (63 mg, 0.331 mmol) in 10 ml dry diethyl ether (10 ml). Methyl 2-cyano-2-(oxan-4-ylidene)acetate (600 mg, 3.31 mmol) in diethyl ether (10 ml) was added drop-wise over 30 min while cooling the reaction flask in an ice bath. The mixture was then stirred for 3 h. The reaction mixt... RXN SMILES: [Cl:1][C:2]1[CH:7]=[CH:6][CH:5]=[C:4]([F:8])[C:3]=1[N:9]([C:17](=[O:20])[CH2:18]Cl)[C:10]1[CH:15]=[CH:14][C:13]([CH3:16])=[CH:12][CH:11]=1.[Cl-].[Al+3].[Cl-].[Cl-].Cl.O>ClC1C=CC=CC=1Cl>[Cl:1][C:2]1[CH:7]=[CH:6][CH:5]=[C:4]([F:8])[C:3]=1[N:9]1[C:10]2[C:15](=[CH:14][C:13]([CH3:16])=[CH:12][CH:11]=2)[CH2:18][C:17]1=[O:20] |f:1.2.3.4|. Solvent: ClC1=C(C=CC=C1)Cl (1,2-dichlorobenzene). The product is ClC1=C(C(=CC=C1)F)N1C(CC2=CC(=CC=C12)C)=O (N-(2′-chloro-6′-fluorophenyl)-5-methyloxindole). Reactants: ClC1=C(C(=CC=C1)F)N(C1=CC=C(C=C1)C)C(CCl)=O (N-(2′-chloro-6′-fluorophenyl)-N-chloroacetyl-4-methylaniline), [Cl-].[Al+3].[Cl-].[Cl-] (aluminum chloride), Cl (HCl), O (water). Procedure: A mixture of 100 g (0.32 mol) of N-(2′-chloro-6′-fluorophenyl)-N-chloroacetyl-4-methylaniline and 110 g (0.82 mol) of aluminum chloride in 400 ml of 1,2-dichlorobenzene is stirred vigorously and heated to 140° for 7.5 hours. The reaction is cooled to room temperature and added to a mixture of 100 ml of 12N HCl and 700 ml of water (cooled to 0-5° in a dry ice/acetone bath). The mixture is extracted twice with 400 ml of methylene chloride and the combined organic layers are washed with 600 ml of 3... Reactants: ClCC=1N(C2=NC(=NC(=C2N1)N1CCOCC1)N1C(=NC2=C1C=CC=C2)CC)C (8-chloromethyl-2-(2-ethylbenzoimidazol-1-yl)-9-methyl-6-morpholin-4-yl-9H-purine), N1CC(C1)N1CCOCC1 (4-azetidin-3-ylmorpholine), C(=O)([O-])[O-].[K+].[K+] (K2CO3). Solvent: CCOC(=O)C (EtOAc), CN(C)C=O (DMF). Conditions: time 16 hour. Product: C(C)C1=NC2=C(N1C1=NC(=C3N=C(N(C3=N1)C)CN1CC(C1)N1CCOCC1)N1CCOCC1)C=CC=C2 (4-(1-((2-(2-ethyl-1H-benzo[d]imidazol-1-yl)-9-methyl-6-morpholino-9H-purin-8-yl)methyl)azetidin-3-yl)morpholine). Yield: 10.4%. As a reaction SMILES: Cl[CH2:2][C:3]1[N:4]([CH3:29])[C:5]2[C:10]([N:11]=1)=[C:9]([N:12]1[CH2:17][CH2:16][O:15][CH2:14][CH2:13]1)[N:8]=[C:7]([N:18]1[C:22]3[CH:23]=[CH:24][CH:25]=[CH:26][C:21]=3[N:20]=[C:19]1[CH2:27][CH3:28])[N:6]=2.[NH:30]1[CH2:33][CH:32]([N:34]2[CH2:39][CH2:38][O:37][CH2:36][CH2:35]2)[CH2:31]1.C([O-])([O-])=O.[K+].[K+]>CN(C=O)C.CCOC(C)=O>[CH2:27]([C:19]1[N:18]([C:7]2[N:6]=[C:5]3[C:10]([N:11]=[C:3]([CH2:2][N:30]4[CH2:33][CH:32]([N:34]5[CH2:39][CH2:38][O:37][CH2:36][CH2:35]5)[CH2:31]4)[N:4]3[CH3:29])=[C:9]([N:12]3[CH2:17][CH2:16][O:15][CH2:14][CH2:13]3)[N:8]=2)[C:22]2[CH:23]=[CH:24][CH:25]=[CH:26][C:21]=2[N:20]=1)[CH3:28] |f:2.3.4|. Procedure: To a solution of 8-chloromethyl-2-(2-ethylbenzoimidazol-1-yl)-9-methyl-6-morpholin-4-yl-9H-purine (107 mg, 0.26 mmol) and 4-azetidin-3-ylmorpholine (44 mg, 0.31 mmol) in DMF (3 mL) was added K2CO3 (106 mg, 0.77 mmol). The resulting mixture was allowed to stir at room temperature for 16 h. The reaction mixture was dissolved in EtOAc, washed with H2O (×4) then dried (Na2SO4) and concentrated in vacuo. The resulting residue was purified by column chromatography (Si—PCC, MeOH:DCM, 0-5%). The resulti... Run at time 20 hour. The yield is 42.1%. Starting materials: CS(=O)(=O)Cl (Methanesulphonyl chloride), NC1=CC=C(C=C1)N1CCN(CC1)C1=CC=NC=C1 (1-(4-aminophenyl)-4-(4-pyridyl)piperazine). As a reaction SMILES: [CH3:1][S:2](Cl)(=[O:4])=[O:3].[NH2:6][C:7]1[CH:12]=[CH:11][C:10]([N:13]2[CH2:18][CH2:17][N:16]([C:19]3[CH:24]=[CH:23][N:22]=[CH:21][CH:20]=3)[CH2:15][CH2:14]2)=[CH:9][CH:8]=1>N1C=CC=CC=1>[N:22]1[CH:23]=[CH:24][C:19]([N:16]2[CH2:15][CH2:14][N:13]([C:10]3[CH:11]=[CH:12][C:7]([NH:6][S:2]([CH3:1])(=[O:4])=[O:3])=[CH:8][CH:9]=3)[CH2:18][CH2:17]2)=[CH:20][CH:21]=1. Run in N1=CC=CC=C1 (pyridine). Reported procedure: Methanesulphonyl chloride (0.50 g) was added dropwise to a stirred solution of 1-(4-aminophenyl)-4-(4-pyridyl)piperazine (1.00 g) in dry pyridine (10 ml) at room temperature. The mixture was stirred at room temperature for 20 hours and then evaporated. The residue was dissolved in water and the solution was basified with sodium bicarbonate solution and allowed to stand for 2 hours. The solid was filtered off, washed with water, dried and crystallised from methanol/ethyl acetate to give the title... The product is N1=CC=C(C=C1)N1CCN(CC1)C1=CC=C(C=C1)NS(=O)(=O)C (N-{4-[4-(4-Pyridyl)piperazin-1-yl]phenyl}methanesulphonamide). The reactants are FC(/C=C/C(=O)OCC)(C(COC\C=C\C1=CC=CC=C1)(F)F)F (Ethyl (2E)-4,4,5,5-tetrafluoro-6-{[(2E)-3-phenylprop-2-en-1-yl]oxy}-hex-2-enoate), FC(CCC(=O)OCC)(C1=CC=CC=C1)F (Ethyl 4,4-difluoro-4-phenylbutanoate). Product: FC(CCC(=O)OCC)(C(COCCCC1=CC=CC=C1)(F)F)F (Ethyl 4,4,5,5-tetrafluoro-6-(3-phenylpropoxy)hexanoate). As a reaction SMILES: [F:1][C:2]([F:24])([C:10]([F:23])([F:22])[CH2:11][O:12][CH2:13]/[CH:14]=[CH:15]/[C:16]1[CH:21]=[CH:20][CH:19]=[CH:18][CH:17]=1)/[CH:3]=[CH:4]/[C:5]([O:7][CH2:8][CH3:9])=[O:6].FC(F)(C1C=CC=CC=1)CCC(OCC)=O>>[F:1][C:2]([F:24])([C:10]([F:22])([F:23])[CH2:11][O:12][CH2:13][CH2:14][CH2:15][C:16]1[CH:17]=[CH:18][CH:19]=[CH:20][CH:21]=1)[CH2:3][CH2:4][C:5]([O:7][CH2:8][CH3:9])=[O:6]. Procedure details: Obtained from Intermediate 39 (1.2 g, 3.46 mmol) by the procedure described in Intermediate 21. Ethyl 4,4,5,5-tetrafluoro-6-(3-phenylpropoxy)hexanoate was obtained (1.0 g, 82%) as oil. Reactants: O.N (ammonia water), [Cl-].[NH4+] (ammonium chloride), [C-]#N.[Na+] (sodium cyanide), C(C=C)OCC=O (α-allyloxyacetaldehyde). Solvent: O (water), C(C)OCC (diethyl ether). Conditions: time 3 hour. Product: C(C=C)OCC(C#N)N (3-allyloxy-2-aminopropionitrile). RXN SMILES: O.[NH3:2].[Cl-].[NH4+:4].[C-:5]#N.[Na+].[CH2:8]([O:11][CH2:12][CH:13]=O)[CH:9]=[CH2:10]>C(OCC)C.O>[CH2:8]([O:11][CH2:12][CH:13]([NH2:4])[C:5]#[N:2])[CH:9]=[CH2:10] |f:0.1,2.3,4.5|. Reported procedure: To 290 ml of water were added 110 ml of 25-28% ammonia water, 51 g of ammonium chloride and 38 g of sodium cyanide. To the solution was dropwise added 56 g of α-allyloxyacetaldehyde in about 2 hours at room temperature. After completion of the dropwise addition, reaction mixture was stirred for 3 hours at the same temperature. Then, 150 ml of diethyl ether was added and the reaction was continued for a further 3 days. After completion of the reaction, the aqueous layer was extracted with diethyl...